Task: describe an organic reaction: reactants, conditions, products, and yield. Dataset: the Open Reaction Database (ORD), a public repository of structured organic reaction records The reactants are CC(C)=CC (2-methyl-2-butene), C([C@@H]1[C@@H]2[C@@H]([C@H]([C@H](O1)O[C@@H]3[C@H](O[C@@H]([C@@H]([C@H]3O)O)O[C@@H]4[C@H](O[C@@H]([C@@H]([C@H]4O)O)O[C@@H]5[C@H](O[C@@H]([C@@H]([C@H]5O)O)O[C@@H]6[C@H](O[C@@H]([C@@H]([C@H]6O)O)O[C@@H]7[C@H](O[C@@H]([C@@H]([C@H]7O)O)O[C@@H]8[C@H](O[C@H](O2)[C@@H]([C@H]8O)O)CO)CO)CO)CO)CO)CO)O)O)O (β-cyclodextrin). The product is C([C@@H]1[C@@H]2[C@@H]([C@H]([C@H](O1)O[C@@H]3[C@H](O[C@@H]([C@@H]([C@H]3O)O)O[C@@H]4[C@H](O[C@@H]([C@@H]([C@H]4O)O)O[C@@H]5[C@H](O[C@@H]([C@@H]([C@H]5O)O)O[C@@H]6[C@H](O[C@@H]([C@@H]([C@H]6O)O)O[C@@H]7[C@H](O[C@@H]([C@@H]([C@H]7O)O)O[C@@H]8[C@H](O[C@H](O2)[C@@H]([C@H]8O)O)CO)CO)CO)CO)CO)CO)O)O)O.CC(C)=CC (β-Cyclodextrin 2-methyl-2-butene). Reaction SMILES: [CH3:1][C:2](=[CH:4][CH3:5])[CH3:3].[CH2:6]([OH:82])[C@H:7]1[O:12][C@@H:11]2[O:13][C@H:14]3[C@H:19]([OH:20])[C@@H:18]([OH:21])[C@@H:17]([O:22][C@H:23]4[C@H:28]([OH:29])[C@@H:27]([OH:30])[C@@H:26]([O:31][C@H:32]5[C@H:37]([OH:38])[C@@H:36]([OH:39])[C@@H:35]([O:40][C@H:41]6[C@H:46]([OH:47])[C@@H:45]([OH:48])[C@@H:44]([O:49][C@H:50]7[C@H:55]([OH:56])[C@@H:54]([OH:57])[C@@H:53]([O:58][C@H:59]8[C@H:65]([OH:66])[C@@H:64]([OH:67])[C@@H:62]([O:63][C@H:8]1[C@H:9]([OH:81])[C@H:10]2[OH:80])[O:61][C@@H:60]8[CH2:68][OH:69])[O:52][C@@H:51]7[CH2:70][OH:71])[O:43][C@@H:42]6[CH2:72][OH:73])[O:34][C@@H:33]5[CH2:74][OH:75])[O:25][C@@H:24]4[CH2:76][OH:77])[O:16][C@@H:15]3[CH2:78][OH:79]>>[CH2:72]([OH:73])[C@H:42]1[O:43][C@@H:44]2[O:49][C@H:50]3[C@H:55]([OH:56])[C@@H:54]([OH:57])[C@@H:53]([O:58][C@H:59]4[C@H:65]([OH:66])[C@@H:64]([OH:67])[C@@H:62]([O:63][C@H:8]5[C@H:9]([OH:81])[C@@H:10]([OH:80])[C@@H:11]([O:13][C@H:14]6[C@H:19]([OH:20])[C@@H:18]([OH:21])[C@@H:17]([O:22][C@H:23]7[C@H:28]([OH:29])[C@@H:27]([OH:30])[C@@H:26]([O:31][C@H:32]8[C@H:37]([OH:38])[C@@H:36]([OH:39])[C@@H:35]([O:40][C@H:41]1[C@H:46]([OH:47])[C@H:45]2[OH:48])[O:34][C@@H:33]8[CH2:74][OH:75])[O:25][C@@H:24]7[CH2:76][OH:77])[O:16][C@@H:15]6[CH2:78][OH:79])[O:12][C@@H:7]5[CH2:6][OH:82])[O:61][C@@H:60]4[CH2:68][OH:69])[O:52][C@@H:51]3[CH2:70][OH:71].[CH3:1][C:2](=[CH:4][CH3:5])[CH3:3] |f:2.3|. Procedure details: 100 ml of saturated β-cyclodextrin solution (1.8%) were cooled to 10° C. and mixed with 3 ml of 2-methyl-2-butene. The resulting difficultly soluble complex was precipitated with constant stirring in the ultrasonic bath. The deposit was obtained in crystalline form through freeze-drying and filtering. The reactants are O=C1N(C(C2=CC=CC=C12)=O)CC(C(C)(C1=CC=CC=C1)C)NC(OC(C)(C)C)=O (1,1-dimethylethyl {1-[(1,3-dioxo-1,3-dihydro-2H-isoindol-2-yl)methyl]-2-methyl-2-phenylpropyl}carbamate), Cl (HCl). Run in C(Cl)(Cl)Cl.CO (CHCl3 MeOH), O1CCOCC1 (dioxane). Conditions: time 3 hour. Product: NC(CN1C(C2=CC=CC=C2C1=O)=O)C(C)(C1=CC=CC=C1)C (2-(2-amino-3-methyl-3-phenylbutyl)-1H-isoindole-1,3(2H)-dione). As a reaction SMILES: [O:1]=[C:2]1[C:10]2[C:5](=[CH:6][CH:7]=[CH:8][CH:9]=2)[C:4](=[O:11])[N:3]1[CH2:12][CH:13]([NH:23]C(=O)OC(C)(C)C)[C:14]([CH3:22])([C:16]1[CH:21]=[CH:20][CH:19]=[CH:18][CH:17]=1)[CH3:15].Cl>C(Cl)(Cl)Cl.CO.O1CCOCC1>[NH2:23][CH:13]([C:14]([CH3:22])([C:16]1[CH:21]=[CH:20][CH:19]=[CH:18][CH:17]=1)[CH3:15])[CH2:12][N:3]1[C:4](=[O:11])[C:5]2[C:10](=[CH:9][CH:8]=[CH:7][CH:6]=2)[C:2]1=[O:1] |f:2.3|. Procedure: To a solution of 1,1-dimethylethyl {1-[(1,3-dioxo-1,3-dihydro-2H-isoindol-2-yl)methyl]-2-methyl-2-phenylpropyl}carbamate (723 mg, 1.77 mmol) in CHCl3:MeOH (10:1, 55 mL) at RT was added 4M HCl in dioxane (10 mL). After stirring for 3 h at RT, the reaction solution was concentrated to a white solid (quant.): LCMS (ES) m/z 309 (M+H)+. Reactants: [Li]CCCC, C1CCOC1, COC(=O)C(Cl)C(C)=O, C#CCCC(=O)C1CCCC1, [H-], [Na+]. The product is C#CCCC(O)(CC(=O)C(Cl)C(=O)OC)C1CCCC1. Reaction SMILES: [CH2:12]([Li:13])[CH2:14][CH2:15][CH3:16].[CH2:28]1[O:29][CH2:30][CH2:31][CH2:32]1.[CH3:3][O:4][C:5]([CH:6]([C:7](=[O:8])[CH3:9])[Cl:10])=[O:11].[CH:17]1([C:22]([CH2:23][CH2:24][C:25]#[CH:26])=[O:27])[CH2:18][CH2:19][CH2:20][CH2:21]1.[H-:2].[Na+:1]>>[CH3:3][O:4][C:5]([CH:6]([C:7](=[O:8])[CH2:9][C:22]([CH:17]1[CH2:18][CH2:19][CH2:20][CH2:21]1)([CH2:23][CH2:24][C:25]#[CH:26])[OH:27])[Cl:10])=[O:11]. Starting materials: C(=O)([O-])[O-].[Na+].[Na+] (Na2CO3), C1(CCC(=O)O1)=O (succinic anhydride), COC1=CC=C(C=C1)CO ((4-methoxyphenyl)methanol). The reagents and catalysts are CN(C)C=1C=CN=CC1 (DMAP). Solvent: O (water), CC#N (CH3CN). Reaction conditions: temperature 30 celsius, time 3 hour. The product is COC1=CC=C(COC(C(=O)O)CC=O)C=C1 (((4-Methoxybenzyl)oxy)-4-oxobutanoic acid). Isolated yield 88.0%. As a reaction SMILES: [C:1]1(=[O:7])[O:6][C:4](=[O:5])[CH2:3][CH2:2]1.[CH3:8][O:9][C:10]1[CH:15]=[CH:14][C:13]([CH2:16][OH:17])=[CH:12][CH:11]=1.C([O-])([O-])=O.[Na+].[Na+]>CC#N.CN(C1C=CN=CC=1)C.O>[CH3:8][O:9][C:10]1[CH:15]=[CH:14][C:13]([CH2:16][O:17][CH:3]([CH2:2][CH:1]=[O:7])[C:4]([OH:6])=[O:5])=[CH:12][CH:11]=1 |f:2.3.4|. Procedure details: To a solution of succinic anhydride (10 g, 0.1 mol) in CH3CN (200 mL) were added (4-methoxyphenyl)methanol (69.0 g, 0.5 mol) and DMAP (12.2 g, 0.1 mol). The reaction mixture was stirred for 3 h at about 30° C. and then diluted with water (700 mL). The resulting mixture was adjusted to pH=10 with saturated Na2CO3 solution and washed with ethyl acetate (300 mL×4) to remove an excess of (4-methoxyphenyl)methanol. The aqueous phase was adjusted to pH=2 with saturated citric acid solution and then ex... Reactants: CI, CNc1nc(C(C)c2ccc(-c3ccccc3)c(F)c2)cs1, [Na+], [OH-], O, c1ccccc1. Yields the product CC(c1ccc(-c2ccccc2)c(F)c1)c1csc(N(C)C)n1. Reaction SMILES: [CH3:23][I:24].[F:1][c:2]1[c:3](-[c:17]2[cH:18][cH:19][cH:20][cH:21][cH:22]2)[cH:4][cH:5][c:6]([CH:8]([CH3:9])[c:10]2[n:11][c:12]([NH:15][CH3:16])[s:13][cH:14]2)[cH:7]1.[Na+:26].[OH-:25].[OH2:33].[cH:27]1[cH:28][cH:29][cH:30][cH:31][cH:32]1>>[F:1][c:2]1[c:3](-[c:17]2[cH:18][cH:19][cH:20][cH:21][cH:22]2)[cH:4][cH:5][c:6]([CH:8]([CH3:9])[c:10]2[n:11][c:12]([N:15]([CH3:16])[CH3:23])[s:13][cH:14]2)[cH:7]1. The reactants are C1(=CC=CC=C1)C(CNC1=C2N=CNC2=NC(=N1)C#N)C1=CC=CC=C1 (6-[(2,2-diphenylethyl)amino]-9H-purine-2-carbonitrile), C[O-].[Na+] (sodium methoxide), CO (methanol), C[O-].[Na+] (sodium methoxide), CO (methanol). Run at time 24 hour. Product: C1(=CC=CC=C1)C(CNC1=C2N=CNC2=NC(=N1)C(=O)OC)C1=CC=CC=C1 (Methyl 6-[(2,2-diphenylethyl)amino]-9H-purine-2-carboxylate). Reaction SMILES: [C:1]1([CH:7]([C:21]2[CH:26]=[CH:25][CH:24]=[CH:23][CH:22]=2)[CH2:8][NH:9][C:10]2[N:18]=[C:17]([C:19]#N)[N:16]=[C:15]3[C:11]=2[N:12]=[CH:13][NH:14]3)[CH:6]=[CH:5][CH:4]=[CH:3][CH:2]=1.[CH3:27][O-:28].[Na+].C[OH:31]>>[C:1]1([CH:7]([C:21]2[CH:26]=[CH:25][CH:24]=[CH:23][CH:22]=2)[CH2:8][NH:9][C:10]2[N:18]=[C:17]([C:19]([O:28][CH3:27])=[O:31])[N:16]=[C:15]3[C:11]=2[N:12]=[CH:13][NH:14]3)[CH:6]=[CH:5][CH:4]=[CH:3][CH:2]=1 |f:1.2|. Procedure details: A solution of 6-[(2,2-diphenylethyl)amino]-9H-purine-2-carbonitrile (Preparation 6) (5.0 g, 14.7 mmol) and sodium methoxide (4.0 g, 74.1 mmol) in methanol (300 ml) was heated under reflux for 24 hours. Further sodium methoxide (2.0 g, 37 mmol) and methanol (100 ml) was added and heating continued for a further 24 hours. The reaction mixture was allowed to cool and the solvent removed under reduced pressure. The residue was dissolved in tetrahydrofuran (THF) (375 ml), 2N aqueous hydrochloric acid...